This data is from the Open Reaction Database (ORD), a public repository of structured organic reaction records. The task is: describe an organic reaction: reactants, conditions, products, and yield Starting materials: BrC1=CC(=CC=2C(COC21)(C)C)C(=O)O (7-bromo-3,3-dimethyl-2,3-dihydrobenzofuran-5-carboxylic acid), S(=O)(Cl)Cl (thionyl chloride), C([O-])([O-])=O.[K+].[K+] (potassium carbonate), N1N=NC=C1 (1H-1,2,3-triazole). Reagents/catalysts: CN(C)C=O (DMF). Run in ClCCl (dichloromethane), O (water), ClCCl (dichloromethane). Conditions: time 5 hour. The product is BrC1=CC(=CC=2C(COC21)(C)C)C=2OC=CN2 (2-(7-Bromo-3,3-dimethyl-2,3-dihydro-benzofuran-5-yl)-oxazole). Isolated yield 46.1%. Reaction SMILES: [Br:1][C:2]1[C:10]2[O:9][CH2:8][C:7]([CH3:12])([CH3:11])[C:6]=2[CH:5]=[C:4]([C:13]([OH:15])=O)[CH:3]=1.S(Cl)(Cl)=O.C(=O)([O-])[O-].[K+].[K+].[NH:26]1[CH:30]=[CH:29]N=N1>ClCCl.CN(C=O)C.O>[Br:1][C:2]1[C:10]2[O:9][CH2:8][C:7]([CH3:11])([CH3:12])[C:6]=2[CH:5]=[C:4]([C:13]2[O:15][CH:29]=[CH:30][N:26]=2)[CH:3]=1 |f:2.3.4|. Reported procedure: To a solution of 7-bromo-3,3-dimethyl-2,3-dihydrobenzofuran-5-carboxylic acid (example 3b) (1.8 g, 6.64 mmol) in dichloromethane (40 mL) was added several drops of DMF followed by a solution of thionyl chloride in dichloromethane (2.0M, 6.64 mL, 13.3 mmol) at 0° C. under argon. After the addition, the mixture was stirred at room temperature for 5 hours. The solvent and excess of thinoyl chloride were removed under reduced pressure. The residue was dissolved in tetramethylene sulfone (10 mL) and ... Starting materials: ClC1=C(C=C2C(C(=CN(C2=C1)C1CC1)C(=O)O)=O)F (7-chloro-1-cyclopropyl-6-fluoro-1,4-dihydro-4-oxo-3-quinolinecarboxylic acid), O(C1=CC=CC=C1)CC1CNCCN1 (3-(phenoxymethyl)piperazine). Run in N1=CC=CC=C1 (pyridine). Product: C1(CC1)N1C=C(C(C2=CC(=C(C=C12)N1CC(NCC1)COC1=CC=CC=C1)F)=O)C(=O)O (1-Cyclopropyl-6-fluoro-1,4-dihydro-4-oxo-7-[3-(phenoxymethyl)-1-piperazinyl]-3-quinolinecarboxylic acid). As a reaction SMILES: Cl[C:2]1[CH:11]=[C:10]2[C:5]([C:6](=[O:18])[C:7]([C:15]([OH:17])=[O:16])=[CH:8][N:9]2[CH:12]2[CH2:14][CH2:13]2)=[CH:4][C:3]=1[F:19].[O:20]([CH2:27][CH:28]1[NH:33][CH2:32][CH2:31][NH:30][CH2:29]1)[C:21]1[CH:26]=[CH:25][CH:24]=[CH:23][CH:22]=1>N1C=CC=CC=1>[CH:12]1([N:9]2[C:10]3[C:5](=[CH:4][C:3]([F:19])=[C:2]([N:30]4[CH2:31][CH2:32][NH:33][CH:28]([CH2:27][O:20][C:21]5[CH:22]=[CH:23][CH:24]=[CH:25][CH:26]=5)[CH2:29]4)[CH:11]=3)[C:6](=[O:18])[C:7]([C:15]([OH:17])=[O:16])=[CH:8]2)[CH2:14][CH2:13]1. Procedure details: A 0.6 g portion of 7-chloro-1-cyclopropyl-6-fluoro-1,4-dihydro-4-oxo-3-quinolinecarboxylic acid, 1.23 g of 3-(phenoxymethyl)piperazine and 5 ml of pyridine were reacted as described in Example 81, giving 235 mg of the desired product, mp 112°-115° C.